The task is: describe an organic reaction: reactants, conditions, products, and yield. This data is from the Open Reaction Database (ORD), a public repository of structured organic reaction records. The reactants are COc1ccc(-c2nc(Sc3cccc(F)c3)[nH]c2-c2ccc(OC)cc2)cc1, ClCCl, O=C(OO)c1cccc(Cl)c1. Yields the product COc1ccc(-c2nc(S(=O)c3cccc(F)c3)[nH]c2-c2ccc(OC)cc2)cc1. As a reaction SMILES: [CH3:12][O:13][c:14]1[cH:15][cH:16][c:17](-[c:20]2[n:21][c:22]([S:33][c:34]3[cH:35][c:36]([F:40])[cH:37][cH:38][cH:39]3)[nH:23][c:24]2-[c:25]2[cH:26][cH:27][c:28]([O:31][CH3:32])[cH:29][cH:30]2)[cH:18][cH:19]1.[Cl:41][CH2:42][Cl:43].[OH:1][O:2][C:3]([c:4]1[cH:5][c:6]([Cl:7])[cH:8][cH:9][cH:10]1)=[O:11]>>[O:1]=[S:33]([c:22]1[n:21][c:20](-[c:17]2[cH:16][cH:15][c:14]([O:13][CH3:12])[cH:19][cH:18]2)[c:24](-[c:25]2[cH:26][cH:27][c:28]([O:31][CH3:32])[cH:29][cH:30]2)[nH:23]1)[c:34]1[cH:35][c:36]([F:40])[cH:37][cH:38][cH:39]1. Reactants: O=C([O-])O, CCO, N#CCc1ccc(Cl)nc1, [Na+], O, O=S(=O)(O)O. Product: CCOC(=O)Cc1ccc(Cl)nc1. Reaction SMILES: [C:19](=[O:20])([OH:21])[O-:22].[CH3:11][CH2:12][OH:13].[Cl:1][c:2]1[cH:3][cH:4][c:5]([CH2:8][C:9]#[N:10])[cH:6][n:7]1.[Na+:23].[OH2:24].[S:14]([OH:15])(=[O:16])(=[O:17])[OH:18]>>[Cl:1][c:2]1[cH:3][cH:4][c:5]([CH2:8][C:9]([O:13][CH2:12][CH3:11])=[O:15])[cH:6][n:7]1.